Dataset: the Open Reaction Database (ORD), a public repository of structured organic reaction records. Task: describe an organic reaction: reactants, conditions, products, and yield The reactants are C1CCOC1, CCOC(=O)CCc1nonc1C(=O)Nc1ccc(F)c(Cl)c1. The product is O=C(Nc1ccc(F)c(Cl)c1)c1nonc1CCCO. Reaction SMILES: [CH2:24]1[O:25][CH2:26][CH2:27][CH2:28]1.[Cl:1][c:2]1[cH:3][c:4]([NH:9][C:10](=[O:11])[c:12]2[c:13]([CH2:17][CH2:18][C:19](=[O:20])[O:21][CH2:22][CH3:23])[n:14][o:15][n:16]2)[cH:5][cH:6][c:7]1[F:8]>>[Cl:1][c:2]1[cH:3][c:4]([NH:9][C:10](=[O:11])[c:12]2[c:13]([CH2:17][CH2:18][CH2:19][OH:20])[n:14][o:15][n:16]2)[cH:5][cH:6][c:7]1[F:8].